From a dataset of the Open Reaction Database (ORD), a public repository of structured organic reaction records. describe an organic reaction: reactants, conditions, products, and yield Reactants: NC1=NS(=O)(=O)c2c(Br)cccc21, Cc1ccccc1, COc1cccc(OC)c1-c1ccccc1P(C1CCCCC1)C1CCCCC1, [K+], [K+], [K+], O, OB(O)c1ccccc1, O=P([O-])([O-])[O-]. Yields the product NC1=NS(=O)(=O)c2c1cccc2-c1ccccc1. Reaction SMILES: [Br:1][c:2]1[cH:3][cH:4][cH:5][c:6]2[c:10]1[S:9](=[O:11])(=[O:12])[N:8]=[C:7]2[NH2:13].[CH3:60][c:61]1[cH:62][cH:63][cH:64][cH:65][cH:66]1.[CH:23]1([P:24]([CH:25]2[CH2:26][CH2:27][CH2:28][CH2:29][CH2:30]2)[c:31]2[cH:32][cH:33][cH:34][cH:35][c:36]2-[c:37]2[c:38]([O:39][CH3:40])[cH:41][cH:42][cH:43][c:44]2[O:45][CH3:46])[CH2:47][CH2:48][CH2:49][CH2:50][CH2:51]1.[K+:57].[K+:58].[K+:59].[OH2:67].[OH:14][B:15]([OH:16])[c:17]1[cH:18][cH:19][cH:20][cH:21][cH:22]1.[P:52]([O-:53])([O-:54])([O-:55])=[O:56]>>[c:2]1(-[c:17]2[cH:18][cH:19][cH:20][cH:21][cH:22]2)[cH:3][cH:4][cH:5][c:6]2[c:10]1[S:9](=[O:11])(=[O:12])[N:8]=[C:7]2[NH2:13]. The reactants are COC=1C=C(C=CC1)CC#N (3-methoxyphenylacetonitrile), C(C)I (ethyl iodide), C(C=C)Br (allyl bromide). Product: C(C=C)C(C#N)(CC)C1=CC(=CC=C1)OC (2-allyl-2-(3-methoxyphenyl)butyronitrile). Reaction SMILES: [CH3:1][O:2][C:3]1[CH:4]=[C:5]([CH2:9][C:10]#[N:11])[CH:6]=[CH:7][CH:8]=1.[CH2:12](I)[CH3:13].[CH2:15](Br)[CH:16]=[CH2:17]>>[CH2:17]([C:9]([C:5]1[CH:6]=[CH:7][CH:8]=[C:3]([O:2][CH3:1])[CH:4]=1)([CH2:12][CH3:13])[C:10]#[N:11])[CH:16]=[CH2:15]. Procedure details: The procedures described in the portion of Example 1 which is concerned with the preparation of starting materials were repeated except that 3-methoxyphenylacetonitrile was alkylated in turn with ethyl iodide and allyl bromide. The 2-allyl-2-(3-methoxyphenyl)butyronitrile so obtained was treated with boron tribromide to give the required starting material in an overall yield of 46% as a gum. Yield: 46.0%. The reactants are C(C1=CC=CC=C1)(=O)C1=CC=CC=C1 (benzophenone), C(CS)S (1,2-ethanedithiol), C1(=CC=C(C=C1)S(=O)(=O)O)C (p-toluenesulfonic acid), C1=CC=CC=C1 (benzene). The solvent is O (water). Yields the product C1(=CC=CC=C1)C1(SCCS1)C1=CC=CC=C1 (2,2-diphenyl-1,3-dithiolane). Reaction SMILES: [C:1]([C:9]1[CH:14]=[CH:13][CH:12]=[CH:11][CH:10]=1)(=O)[C:2]1[CH:7]=[CH:6][CH:5]=[CH:4][CH:3]=1.[CH2:15]([SH:18])[CH2:16][SH:17].C1(C)C=CC(S(O)(=O)=O)=CC=1.C1C=CC=CC=1>O>[C:2]1([C:1]2([C:9]3[CH:14]=[CH:13][CH:12]=[CH:11][CH:10]=3)[S:18][CH2:15][CH2:16][S:17]2)[CH:7]=[CH:6][CH:5]=[CH:4][CH:3]=1. Reported procedure: A solution containing benzophenone (45.5 grams; 0.25 mole), 1,2-ethanedithiol (23.5 grams; 0.25 mole), and p-toluenesulfonic acid (1 gram) in 150 mls. of dry benzene was heated at reflux until no more water was azeotroped off. The remaining benzene was then evaporated and the residue was dissolved in diethyl ether. The ethereal solution was then washed with water, dried over anhydrous magnesium sulfate, filtered and evaporated to obtain 2,2-diphenyl-1,3-dithiolane, a white crystalline solid whic... Starting materials: CC=1N(C=C(N1)C)C1=C(C#N)C=CC=C1 (2-(2,4-dimethyl-1H-imidazol-1-yl)benzonitrile), BrN1C(CCC1=O)=O (N-bromosuccinimide). Run in C(C)#N (acetonitrile). Yields the product BrC1=C(N=C(N1C1=C(C#N)C=CC=C1)C)C (2-(5-bromo-2,4-dimethyl-1H-imidazol-1-yl)benzonitrile). As a reaction SMILES: [CH3:1][C:2]1[N:3]([C:8]2[CH:15]=[CH:14][CH:13]=[CH:12][C:9]=2[C:10]#[N:11])[CH:4]=[C:5]([CH3:7])[N:6]=1.[Br:16]N1C(=O)CCC1=O>C(#N)C>[Br:16][C:4]1[N:3]([C:8]2[CH:15]=[CH:14][CH:13]=[CH:12][C:9]=2[C:10]#[N:11])[C:2]([CH3:1])=[N:6][C:5]=1[CH3:7]. Procedure: Compound 6 (5.18 grams, 26.0 mmol) was dissolved in acetonitrile (150 mL). To this was added N-bromosuccinimide (4.67 grams, 26.0 mmol). This was stirred at reflux for 1 hour before being evaporated in vacuo. The residue was dissolved in dichloromethane and washed with water. The organic layer was evaporated in vacuo to give the title compound as a yellow solid. NMR confirmed structure. The reactants are N#CC1(c2ccc(Br)cc2)CCC1, CCOC(C)=O, Cl, [K+], [OH-], O, OCCO. Yields the product O=C(O)C1(c2ccc(Br)cc2)CCC1. RXN SMILES: [Br:1][c:2]1[cH:3][cH:4][c:5]([C:8]2([C:12]#[N:13])[CH2:9][CH2:10][CH2:11]2)[cH:6][cH:7]1.[CH3:21][CH2:22][O:23][C:24]([CH3:25])=[O:26].[ClH:20].[K+:15].[OH-:14].[OH2:27].[OH:16][CH2:17][CH2:18][OH:19]>>[Br:1][c:2]1[cH:3][cH:4][c:5]([C:8]2([C:12](=[O:14])[OH:16])[CH2:9][CH2:10][CH2:11]2)[cH:6][cH:7]1. RXN SMILES: [CH3:1][C:2]1([CH3:18])[O:6][C@@H:5]([C@@H:7]2[C@@H:11]3[O:12][C:13]([CH3:16])([CH3:15])[O:14][C@@H:10]3[C:9](=[O:17])[O:8]2)[CH2:4][O:3]1.[Si]([C:23]([F:26])([F:25])[F:24])(C)(C)C.[F-].C([N+](CC)(CC)CC)C>C1COCC1.O>[CH3:1][C:2]1([CH3:18])[O:6][C@@H:5]([C@@H:7]2[C@@H:11]3[O:12][C:13]([CH3:16])([CH3:15])[O:14][C@@H:10]3[C:9]([C:23]([F:26])([F:25])[F:24])([OH:17])[O:8]2)[CH2:4][O:3]1 |f:2.3|. The solvent is C1CCOC1 (THF), C1CCOC1 (THF), O (water). The product is CC1(OC[C@@H](O1)[C@H]1OC([C@@H]2[C@H]1OC(O2)(C)C)(O)C(F)(F)F)C ((3aS,6R,6aS)-6-((R)-2,2-dimethyl-1,3-dioxolan-4-yl)-2,2-dimethyl-4-(trifluoromethyl)tetrahydrofuro[3,4-d][1,3]-dioxol-4-ol). Starting materials: three, CC1(OC[C@@H](O1)[C@H]1OC([C@@H]2[C@H]1OC(O2)(C)C)=O)C ((3aS,6R,6aS)-6-((R)-2, 2-dimethyl-1, 3-dioxolan-4-yl)-2, 2-dimethyldihydrofuro[3,4-d][1,3]dioxol-4(3aH)-one), [Si](C)(C)(C)C(F)(F)F (TMSCF3), [F-].C(C)[N+](CC)(CC)CC (tetraethylammonium fluoride), [F-].C(C)[N+](CC)(CC)CC (TEAF), EtOAc-hexanes. Conditions: time 30 minute. Procedure: In a 1000 mL three neck round bottom flask, a solution of (3aS,6R,6aS)-6-((R)-2, 2-dimethyl-1, 3-dioxolan-4-yl)-2, 2-dimethyldihydrofuro[3,4-d][1,3]dioxol-4(3aH)-one (30 g, 116.2 mmol, 1eq) in THF (600 mL) was treated with TMSCF3 (2M in THF, 122 mL, 244 mmol, commercially available from Sigma Aldrich, India) and tetraethylammonium fluoride (TEAF, 2.48 g, 23.24 mmol, Apollo scientific, UK) at rt under a nitrogen atmosphere. The reaction mixture was stirred at rt for 30 minutes and additional TEAF... The reactants are C[C@@H]1N(CCNC1)C(=O)OC(C)(C)C (tert-butyl (2S)-2-methylpiperazine-1-carboxylate), BrC1=NC=CC=C1 (2-bromopyridine), CCN(C(C)C)C(C)C (DIEA). Solvent: CS(=O)C (DMSO). Reaction conditions: temperature 120 celsius, time 2 day. The product is C[C@@H]1N(CCN(C1)C1=NC=CC=C1)C(=O)OC(C)(C)C ((S)-tert-butyl 2-methyl-4-(pyridin-2-yl)piperazine-1-carboxylate). Isolated yield 46.9%. RXN SMILES: [CH3:1][C@H:2]1[CH2:7][NH:6][CH2:5][CH2:4][N:3]1[C:8]([O:10][C:11]([CH3:14])([CH3:13])[CH3:12])=[O:9].Br[C:16]1[CH:21]=[CH:20][CH:19]=[CH:18][N:17]=1.CCN(C(C)C)C(C)C>CS(C)=O>[CH3:1][C@H:2]1[CH2:7][N:6]([C:16]2[CH:21]=[CH:20][CH:19]=[CH:18][N:17]=2)[CH2:5][CH2:4][N:3]1[C:8]([O:10][C:11]([CH3:13])([CH3:12])[CH3:14])=[O:9]. Procedure details: To a solution of tert-butyl (2S)-2-methylpiperazine-1-carboxylate (8 g, 39.94 mmol) in DMSO (25 ml) was added 2-bromopyridine (6.594 g, 41.74 mmol), and DIEA (15.48 g, 119.78 mmol). After stirring 2 days at 120° C., the resulting solution was quenched by the addition of DCM (200 ml), washed with water (3×300 ml), dried over anhydrous magnesium sulfate and concentrated under reduced pressure to afford a residue, which was purified via silica gel chromatography (3% ethyl acetate in petroleum ether...